This data is from the Open Reaction Database (ORD), a public repository of structured organic reaction records. The task is: describe an organic reaction: reactants, conditions, products, and yield The product is ClC1=C(C=CC=C1)C1=NC2=C(C=NNC2=O)N1C1=CC=C(C=C1)Cl (2-(2-Chloro-phenyl)-1-(4-chloro-phenyl)-1,5-dihydro-imidazo[4,5-d]pyridazin-4-one). The reactants are C(C)OC(=O)C=1N=C(N(C1C=NN)C1=CC=C(C=C1)Cl)C1=C(C=CC=C1)Cl (1-(4-chloro-phenyl)-2-(2-chloro-phenyl)-5-hydrazonomethyl-1H-imidazole-4-carboxylic acid ethyl ester). The yield is 46.0%. Reported procedure: A solution of 1-(4-chloro-phenyl)-2-(2-chloro-phenyl)-5-hydrazonomethyl-1H-imidazole-4-carboxylic acid ethyl ester (I-2f, 54 mg, 0.134 mmol) and glacial acetic acid (1 drop) in toluene (3 ml) was heated under reflux for 18 hours, at which time a white solid precipitated out of solution. The reaction mixture was cooled to room temperature and concentrated in vacuo. The crude residue was purified via 1 mm chromatotron plates using 100% EtOAc as solvent to give the desired product (I-2g) as a white... Reaction SMILES: C(O[C:4]([C:6]1[N:7]=[C:8]([C:21]2[CH:26]=[CH:25][CH:24]=[CH:23][C:22]=2[Cl:27])[N:9]([C:14]2[CH:19]=[CH:18][C:17]([Cl:20])=[CH:16][CH:15]=2)[C:10]=1[CH:11]=[N:12][NH2:13])=[O:5])C>C(O)(=O)C.C1(C)C=CC=CC=1>[Cl:27][C:22]1[CH:23]=[CH:24][CH:25]=[CH:26][C:21]=1[C:8]1[N:9]([C:14]2[CH:19]=[CH:18][C:17]([Cl:20])=[CH:16][CH:15]=2)[C:10]2[CH:11]=[N:12][NH:13][C:4](=[O:5])[C:6]=2[N:7]=1. Run in C1(=CC=CC=C1)C (toluene). Reagents/catalysts: C(C)(=O)O (acetic acid). Reactants: ClC1=CC=C(C=C1)C(CC)=O (p-chloropropiophenone), BrBr (bromine), ClCCl (dichloromethane), ClC=1C=C(C(=O)O)C=CC1 (m-chlorobenzoic acid), ClCCl (dichloromethane). The solvent is CC(=O)C (acetone), CC(=O)C (acetone). The product is BrC(C(=O)C1=CC=C(C=C1)Cl)C (2-bromo-4'-chloropropiophenone). As a reaction SMILES: [Cl:1][C:2]1[CH:7]=[CH:6][C:5]([C:8](=[O:11])[CH2:9][CH3:10])=[CH:4][CH:3]=1.ClCCl.ClC1C=C(C=CC=1)C(O)=O.[Br:25]Br>CC(C)=O>[Br:25][CH:9]([CH3:10])[C:8]([C:5]1[CH:4]=[CH:3][C:2]([Cl:1])=[CH:7][CH:6]=1)=[O:11]. Procedure: A 6.6 g. portion of p-chloropropiophenone is dissolved in 150 ml. of dichloromethane and 100 mg. of m-chlorobenzoic acid are added. The solution is stirred as a mixture of 6.0 g. of bromine in 50 ml. of dichloromethane is added dropwise. The solution is stirred for 2 hours, taken to dryness in vacuo and the oil is dissolved in 100 ml. of acetone and clarified, providing an acetone solution of 2-bromo-4'-chloropropiophenone. A 50 ml. portion of this acetone solution is added to a stirred solution... Starting materials: CC1CN(Cc2ccccc2)CCC1NC(=O)OC(C)(C)C, CO, [OH-], [OH-], [Pd+2]. The product is CC1CNCCC1NC(=O)OC(C)(C)C. Reaction SMILES: [C:1]([CH3:2])([CH3:3])([CH3:4])[O:5][C:6](=[O:7])[NH:8][CH:9]1[CH:10]([CH3:22])[CH2:11][N:12]([CH2:15][c:16]2[cH:17][cH:18][cH:19][cH:20][cH:21]2)[CH2:13][CH2:14]1.[CH3:23][OH:24].[OH-:25].[OH-:26].[Pd+2:27]>>[C:1]([CH3:2])([CH3:3])([CH3:4])[O:5][C:6](=[O:7])[NH:8][CH:9]1[CH:10]([CH3:22])[CH2:11][NH:12][CH2:13][CH2:14]1. Reactants: CC12CCN(CC1)CC2C(=O)Cl, NC1CCN(CCc2ccccc2)C1. Yields the product CC12CCN(CC1)CC2C(=O)NC1CCN(CCc2ccccc2)C1. Reaction SMILES: [CH3:1][C:2]12[CH:3]([C:10](=[O:11])[Cl:12])[CH2:4][N:5]([CH2:6][CH2:7]1)[CH2:8][CH2:9]2.[NH2:13][CH:14]1[CH2:15][N:16]([CH2:19][CH2:20][c:21]2[cH:22][cH:23][cH:24][cH:25][cH:26]2)[CH2:17][CH2:18]1>>[CH3:1][C:2]12[CH:3]([C:10](=[O:11])[NH:13][CH:14]3[CH2:15][N:16]([CH2:19][CH2:20][c:21]4[cH:22][cH:23][cH:24][cH:25][cH:26]4)[CH2:17][CH2:18]3)[CH2:4][N:5]([CH2:6][CH2:7]1)[CH2:8][CH2:9]2. Reactants: NC1=CC=CC=C1 (aniline), N1=CC=CC=C1 (pyridine), CS(=O)(=O)Cl (methanesulfonyl chloride). Run in C(Cl)Cl (methylene chloride). Conditions: temperature 0 celsius, time 30 minute. Yields the product C1(=CC=CC=C1)NS(=O)(=O)C (N-Phenylmethanesulfonamide). RXN SMILES: [NH2:1][C:2]1[CH:7]=[CH:6][CH:5]=[CH:4][CH:3]=1.N1C=CC=CC=1.[CH3:14][S:15](Cl)(=[O:17])=[O:16]>C(Cl)Cl>[C:2]1([NH:1][S:15]([CH3:14])(=[O:17])=[O:16])[CH:7]=[CH:6][CH:5]=[CH:4][CH:3]=1. Procedure: To a 0° C. solution of 250 g (2.68 mole) of aniline and 233.2 g (2.95 mole) of pyridine in 1.25 L of methylene chloride and 319.6 g (2.79 mole) of methanesulfonyl chloride dropwise. Stir the resulting solution at 0° C. for about 30 minutes then warm to ambient temperature for about 16 hours. Extract the mixture with 2N aqueous sodium hydroxide (4×1 L). Combine the aqueous extracts and wash with 1 L of methylene chloride. Cool the aqueous layer to about 0° C. and acidify with concentrated hydroch... Starting materials: O.Cl.Cl.NC=1N=C(C2=C(N1)CCNC2)C2=CC=C(C=C2)F.NC=2N=C(C1=C(N2)CCNC1)C1=CC=C(C=C1)F.Cl.Cl (2-amino-4-(4-fluorophenyl)-5,6,7,8-tetrahydropyrido[4,3-d]pyrimidine dihydrochloride hemihydrate), C(C=C)Br (allyl bromide). Yields the product Cl.Cl.C(C=C)N1CC2=C(N=C(N=C2C2=CC=C(C=C2)F)N)CC1 (6-allyl-2-amino-4-(4-fluorophenyl)-5,6,7,8-tetrahydropyrido[4,3-d]pyrimidine dihydrochloride). Yield: 117.4%. As a reaction SMILES: O.[ClH:2].Cl.[NH2:4][C:5]1[N:6]=[C:7]([C:15]2[CH:20]=[CH:19][C:18]([F:21])=[CH:17][CH:16]=2)[C:8]2[CH2:14][NH:13][CH2:12][CH2:11][C:9]=2[N:10]=1.NC1N=[C:25]([C:33]2C=CC(F)=CC=2)[C:26]2CNCCC=2N=1.Cl.Cl.C(Br)C=C>>[ClH:2].[ClH:2].[CH2:33]([N:13]1[CH2:12][CH2:11][C:9]2[N:10]=[C:5]([NH2:4])[N:6]=[C:7]([C:15]3[CH:20]=[CH:19][C:18]([F:21])=[CH:17][CH:16]=3)[C:8]=2[CH2:14]1)[CH:25]=[CH2:26] |f:0.1.2.3.4.5.6,8.9.10|. Reported procedure: The title compound was prepared as described in Example 17 starting with 2-amino-4-(4-fluorophenyl)-5,6,7,8-tetrahydropyrido[4,3-d]pyrimidine dihydrochloride hemihydrate (1.0 g, 3.1 mmol) and allyl bromide (0.3 mL, 3.1 mmol) instead of iodoethane to produce 0.65 g (59%) of 6-allyl-2-amino-4-(4-fluorophenyl)-5,6,7,8-tetrahydropyrido[4,3-d]pyrimidine dihydrochloride. m.p. 241°-243° C. MS: 285 (MH+). IR(KBr): 3305, 3118, 2476, 1651 cm-1.